Dataset: the Open Reaction Database (ORD), a public repository of structured organic reaction records. Task: describe an organic reaction: reactants, conditions, products, and yield Reactants: NC1=NNC=2C(N(CCC21)CC=2OC=CC2)=O (3-amino-6-N-((furan-2-yl)methyl)-5,6-dihydro-1H-pyrazolo[3,4-c]pyridin-7(4H)-one), C([O-])([O-])=O.[K+].[K+] (potassium carbonate), ClCCC(=O)N1CCN(CC1)C1=C(C=C(C=C1)C)C (3-chloro-1-{4-(2,4-dimethylphenyl)piperazin-1-yl}propan-1-one). Product: NC1=NN(C=2C(N(CCC21)CC=2OC=CC2)=O)C(CCN2CCN(CC2)C2=C(C=C(C=C2)C)C)=O (3-amino-1-[{4-(2,4-dimethylphenyl)piperazin-1-yl}propanoyl]-6-N-{(furan-2-yl)methyl}-4,5,6,7-tetrahydro-1H-pyrazolo[3,4-c]pyridin-7-one). Reaction SMILES: [NH2:1][C:2]1[C:10]2[CH2:9][CH2:8][N:7]([CH2:11][C:12]3[O:13][CH:14]=[CH:15][CH:16]=3)[C:6](=[O:17])[C:5]=2[NH:4][N:3]=1.[C:18](=[O:21])([O-])[O-].[K+].[K+].ClC[CH2:26][C:27]([N:29]1[CH2:34][CH2:33][N:32]([C:35]2[CH:40]=[CH:39][C:38]([CH3:41])=[CH:37][C:36]=2[CH3:42])[CH2:31][CH2:30]1)=O>>[NH2:1][C:2]1[C:10]2[CH2:9][CH2:8][N:7]([CH2:11][C:12]3[O:13][CH:14]=[CH:15][CH:16]=3)[C:6](=[O:17])[C:5]=2[N:4]([C:18](=[O:21])[CH2:26][CH2:27][N:29]2[CH2:34][CH2:33][N:32]([C:35]3[CH:40]=[CH:39][C:38]([CH3:41])=[CH:37][C:36]=3[CH3:42])[CH2:31][CH2:30]2)[N:3]=1 |f:1.2.3|. Procedure: A target compound (187.7 mg, 0.393 mmol, 93.3%) was yielded as solid in the same manner as Example 1 by reacting 3-amino-6-N-((furan-2-yl)methyl)-5,6-dihydro-1H-pyrazolo[3,4-c]pyridin-7(4H)-one (98 mg, 0.422 mmol) with potassium carbonate (87.4 mg, 0.633 mmol) and 3-chloro-1-{4-(2,4-dimethylphenyl)piperazin-1-yl}propan-1-one (130.2 mg, 0.464 mmol).